Dataset: the Open Reaction Database (ORD), a public repository of structured organic reaction records. Task: describe an organic reaction: reactants, conditions, products, and yield Reactants: N1C(CCCC1)CCC1CCCCC(N1)=O (hexahydro-7-[2-(2-piperidyl) ethyl]-1H-azepin-2-one), CS(=O)(=O)Cl (methanesulfonyl chloride), N1=CC=CC=C1 (pyridine). Solvent: C(Cl)Cl (CH2Cl2), C(Cl)Cl (CH2Cl2). Reaction conditions: time 8 hour. Product: CS(=O)(=O)C1N(CCCC1)CCC1CCCCC(N1)=O (hexahydro-7-[2-(2-methylsulfonylpiperidyl)ethyl]-1H-azepin-2-one). As a reaction SMILES: N1CCCCC1[CH2:7][CH2:8][CH:9]1[NH:15][C:14](=[O:16])[CH2:13][CH2:12][CH2:11][CH2:10]1.[CH3:17][S:18](Cl)(=[O:20])=[O:19].[N:22]1[CH:27]=[CH:26][CH:25]=[CH:24][CH:23]=1>C(Cl)Cl>[CH3:17][S:18]([CH:23]1[CH2:24][CH2:25][CH2:26][CH2:27][N:22]1[CH2:7][CH2:8][CH:9]1[NH:15][C:14](=[O:16])[CH2:13][CH2:12][CH2:11][CH2:10]1)(=[O:20])=[O:19]. Procedure: Example 296 B) To the hexahydro-7-[2-(2-piperidyl) ethyl]-1H-azepin-2-one product of Example 296 A (2-3 g, 10 mmol) in anhydrous pyridine (8 mL) and CH2Cl2 (4 mL) was added dropwise methanesulfonyl chloride (0.74 mL) in CH2Cl2 (2 mL). The contents were stirred overnight, concentrated in vacuo and partitioned between CH2Cl2 and water. The CH2Cl2 layer was dried over MgSO4 and concentrated in vacuo leaving an oil. The oil was purified by C18 reverse phase chromatography eluding with a CH3CN/H2O (0... The solvent is C(=O)O (formic acid). Yields the product C(CCC(=O)C)(=O)OCCCCC (pentyl levulinate), C(=O)OCCCCC (pentyl formate). RXN SMILES: [C:1]([OH:8])(=[O:7])[CH2:2][CH2:3][C:4]([CH3:6])=[O:5].[CH:9](=O)[C:10]1[O:14][CH:13]=[CH:12][CH:11]=1.S(=O)(=O)(O)O>C(O)=O>[C:1]([O:8][CH2:9][CH2:10][CH2:11][CH2:12][CH3:13])(=[O:7])[CH2:2][CH2:3][C:4]([CH3:6])=[O:5].[CH:13]([O:8][CH2:1][CH2:2][CH2:3][CH2:4][CH3:6])=[O:14]. Reactants: S(O)(O)(=O)=O (sulphuric acid), C(CCC(=O)C)(=O)O (levulinic acid), C(C1=CC=CO1)=O (furfural). Procedure details: The liquid fraction comprises levulinic acid, formic acid, furfural, and sulphuric acid. The liquid fraction is supplied via line 8 to reactive extraction reactor 9. 1-pentanol, which may be fresh pentanol and/or recycled pentanol, is countercurrently supplied to reactor 9 via line 10. In reactive extraction reactor 9, levulinic acid and formic acid react with 1-pentanol to form pentyl levulinate and pentyl formate. The esters formed and furfural will be extracted to the organic, pentanol phase.... The reactants are OC=1C=C(CO)C=C(C1O)[N+](=O)[O-] (3,4-dihydroxy-5-nitrobenzyl-alcohol), FC(C(=O)O)(F)F (trifluoroacetic acid). Run in CC(CC(C)=O)=O (2,4-pentanedione). Run at temperature 100 celsius. Yields the product OC=1C=C(CC(C(C)=O)C(C)=O)C=C(C1O)[N+](=O)[O-] (3-(3,4-Dihydroxy-5-nitrobenzyl)-2,4-pentanedione). As a reaction SMILES: [OH:1][C:2]1[CH:3]=[C:4]([CH:7]=[C:8]([N+:11]([O-:13])=[O:12])[C:9]=1[OH:10])[CH2:5]O.F[C:15](F)(F)[C:16]([OH:18])=O>CC(=O)CC(=O)C>[OH:1][C:2]1[CH:3]=[C:4]([CH:7]=[C:8]([N+:11]([O-:13])=[O:12])[C:9]=1[OH:10])[CH2:5][CH:9]([C:16](=[O:18])[CH3:15])[C:2](=[O:1])[CH3:3]. Procedure: A mixture containing 6.0 g of 3,4-dihydroxy-5-nitrobenzyl-alcohol and 1.0 ml of trifluoroacetic acid in 70 ml of 2,4-pentanedione was heated for 20 h at 100° C. The solvents were evaporated in vacuo and the residue was crystallized from 2-propanol. Yield 3.0 g, mp 118°-128° C. Reactants: NC=1C=CC(=C(C1)C=1OC2=C(N1)C=C(C=C2)C2=CC=CC=C2)OCC2=COC=C2 (2-(5-amino-2-(3-furanylmethoxy)phenyl)-5-phenylbenzoxazole), C1=CC2=C(C=C1C(=O)O)C(=O)OC2=O (1,2,4-benzenetricarboxylic anhydride). The product is OC1=C(C=C(C=C1)N1C(C2=CC=C(C=C2C1=O)C(=O)O)=O)C=1OC2=C(N1)C=C(C=C2)C2=CC=CC=C2 (2-[4-Hydroxy-3-(5-phenylbenzoxazol-2-yl)phenyl]-1,3-dioxo-2,3-dihydro-1H-isoindole-5-carboxylic acid). As a reaction SMILES: [NH2:1][C:2]1[CH:3]=[CH:4][C:5]([O:23]CC2C=COC=2)=[C:6]([C:8]2[O:9][C:10]3[CH:16]=[CH:15][C:14]([C:17]4[CH:22]=[CH:21][CH:20]=[CH:19][CH:18]=4)=[CH:13][C:11]=3[N:12]=2)[CH:7]=1.[CH:30]1[C:35]([C:36]([OH:38])=[O:37])=[CH:34][C:33]2[C:39]([O:41][C:42](=O)[C:32]=2[CH:31]=1)=[O:40]>>[OH:23][C:5]1[CH:4]=[CH:3][C:2]([N:1]2[C:39](=[O:40])[C:33]3[C:32](=[CH:31][CH:30]=[C:35]([C:36]([OH:38])=[O:37])[CH:34]=3)[C:42]2=[O:41])=[CH:7][C:6]=1[C:8]1[O:9][C:10]2[CH:16]=[CH:15][C:14]([C:17]3[CH:22]=[CH:21][CH:20]=[CH:19][CH:18]=3)=[CH:13][C:11]=2[N:12]=1. Procedure details: Prepared by the method of Example 1b), from 2-(5-amino-2-(3-furanylmethoxy)phenyl)-5-phenylbenzoxazole (144 mg, 0.28 mmol) and 1,2,4-benzenetricarboxylic anhydride (73 mg, 0.38 mmol) the title compound was obtained (100 mg, 55%). 1H NMR (DMSO) δ 8.48(dd, 1H), 8.39(s, 1H), 8.25(d, 1H), 8.21(d, 1H), 8.17(d, 1H), 8.00(d, 1H), 7.82(m, 3H), 7.70(dd, 1H), 7.57(t, 2H), 7.46(t, 1H), 7.38(d, 1H). MS 477 m/z (M+H)+. Reactants: BrCC1=C(C=CC=C1I)Cl (2-(bromomethyl)-1-chloro-3-iodobenzene), [C-]#N.[K+] (potassium cyanide). Run in CCO (EtOH), O (water). Product: ClC1=C(C(=CC=C1)I)CC#N (2-(2-chloro-6-iodophenyl)acetonitrile). The yield is 87.3%. Reaction SMILES: Br[CH2:2][C:3]1[C:8]([I:9])=[CH:7][CH:6]=[CH:5][C:4]=1[Cl:10].[C-:11]#[N:12].[K+]>CCO.O>[Cl:10][C:4]1[CH:5]=[CH:6][CH:7]=[C:8]([I:9])[C:3]=1[CH2:2][C:11]#[N:12] |f:1.2|. Reported procedure: A mixture of 2-(bromomethyl)-1-chloro-3-iodobenzene (14 g, 42 mmol) in 100 mL EtOH was treated with a solution of potassium cyanide (3.6 mL, 84 mmol) in 40 mL water. The mixture was refluxed for 2.5 hours. The mixture was cooled to room temperature and then concentrated. The residue was diluted with 200 mL EtOAc, washed with water (2×50 mL), saturated NaCl (50 mL), dried over sodium sulfate and concentrated. The crude product was purified by column chromatography (20% EtOAc/hexane) to give 10.18...